Dataset: the Open Reaction Database (ORD), a public repository of structured organic reaction records. Task: describe an organic reaction: reactants, conditions, products, and yield Starting materials: NC1=NC=CC(=N1)N1N=C(C2=CC=C(C=C12)Br)C(=O)N(C)C (1-(2-aminopyrimidin-4-yl)-6-bromo-N,N-dimethylindazole-3-carboxamide), N1CCCCC1 (piperidine), S1C(=NC=C1)C(C)(C#C)O (2-(1,3-thiazol-2-yl)but-3-yn-2-ol). Reagents/catalysts: C=1C=CC(=CC1)[P](C=2C=CC=CC2)(C=3C=CC=CC3)[Pd]([P](C=4C=CC=CC4)(C=5C=CC=CC5)C=6C=CC=CC6)([P](C=7C=CC=CC7)(C=8C=CC=CC8)C=9C=CC=CC9)[P](C=1C=CC=CC1)(C=1C=CC=CC1)C=1C=CC=CC1 (tetrakis(triphenylphosphine)palladium), [Cu]I (copper(I) iodide). The solvent is C(Cl)Cl (DCM). Run at temperature 60 celsius, time 1.5 hour. Product: NC1=NC=CC(=N1)N1N=C(C2=CC=C(C=C12)C#CC(C)(C=1SC=CN1)O)C(=O)N(C)C (1-(2-aminopyrimidin-4-yl)-6-[3-hydroxy-3-(1,3-thiazol-2-yl)but-1-yn-1-yl]-N,N-dimethyl-1H-indazole-3-carboxamide). As a reaction SMILES: [NH2:1][C:2]1[N:7]=[C:6]([N:8]2[C:16]3[C:11](=[CH:12][CH:13]=[C:14](Br)[CH:15]=3)[C:10]([C:18]([N:20]([CH3:22])[CH3:21])=[O:19])=[N:9]2)[CH:5]=[CH:4][N:3]=1.N1CCCCC1.[S:29]1[CH:33]=[CH:32][N:31]=[C:30]1[C:34]([OH:38])([C:36]#[CH:37])[CH3:35]>C1C=CC([P]([Pd]([P](C2C=CC=CC=2)(C2C=CC=CC=2)C2C=CC=CC=2)([P](C2C=CC=CC=2)(C2C=CC=CC=2)C2C=CC=CC=2)[P](C2C=CC=CC=2)(C2C=CC=CC=2)C2C=CC=CC=2)(C2C=CC=CC=2)C2C=CC=CC=2)=CC=1.[Cu]I.C(Cl)Cl>[NH2:1][C:2]1[N:7]=[C:6]([N:8]2[C:16]3[C:11](=[CH:12][CH:13]=[C:14]([C:37]#[C:36][C:34]([OH:38])([C:30]4[S:29][CH:33]=[CH:32][N:31]=4)[CH3:35])[CH:15]=3)[C:10]([C:18]([N:20]([CH3:22])[CH3:21])=[O:19])=[N:9]2)[CH:5]=[CH:4][N:3]=1 |^1:42,44,63,82|. Procedure: To a sealed tube was added 1-(2-aminopyrimidin-4-yl)-6-bromo-N,N-dimethylindazole-3-carboxamide (55%, 113 mg, 0.172 mmol), followed by piperidine (2 mL), tetrakis(triphenylphosphine)palladium (40 mg, 0.034 mmol), copper(I) iodide (7 mg, 0.034 mmol) and 2-(1,3-thiazol-2-yl)but-3-yn-2-ol (105 mg, 0.688 mmol). The reaction mixture was purged with nitrogen gas, capped and stirred at 60° C. for 1.5 hr. Reaction mixture was concentrated in vacuo. EtOAc (5 mL) added. Concentration in vacuo was repeated... Starting materials: BrC=1C=CC2=C(OCCC3=C2SC(=C3)C(=O)N(C)C3=C(C=CC=C3)Cl)C1 (8-bromo-N-(2-chlorophenyl)-N-methyl-4,5-dihydrobenzo[b]thieno[2,3-d]oxepine-2-carboxamide), CC(=O)[O-].[K+] (KOAc). The solvent is CC#N (MeCN), O (water). Conditions: temperature 140 celsius. Yields the product ClC1=C(C=CC=C1)N(C(=O)C1=CC2=C(C3=C(OCC2)C=C(C=C3)C3=CC=NC=C3)S1)C (N-(2-chlorophenyl)-N-methyl-8-(pyridin-4-yl)-4,5-dihydrobenzo[b]thieno[2,3-d]oxepine-2-carboxamide). RXN SMILES: Br[C:2]1[CH:3]=[CH:4][C:5]2[C:11]3[S:12][C:13]([C:15]([N:17]([C:19]4[CH:24]=[CH:23][CH:22]=[CH:21][C:20]=4[Cl:25])[CH3:18])=[O:16])=[CH:14][C:10]=3[CH2:9][CH2:8][O:7][C:6]=2[CH:26]=1.[CH3:27][C:28]([O-])=O.[K+]>CC#N.O>[Cl:25][C:20]1[CH:21]=[CH:22][CH:23]=[CH:24][C:19]=1[N:17]([CH3:18])[C:15]([C:13]1[S:12][C:11]2[C:5]3[CH:4]=[CH:3][C:2]([C:28]4[CH:27]=[CH:18][N:17]=[CH:15][CH:13]=4)=[CH:26][C:6]=3[O:7][CH2:8][CH2:9][C:10]=2[CH:14]=1)=[O:16] |f:1.2|. Procedure: A suspension of 8-bromo-N-(2-chlorophenyl)-N-methyl-4,5-dihydrobenzo[b]thieno[2,3-d]oxepine-2-carboxamide 150 (50 mg, 0.11 mmol) in 1.0 mL MeCN and 1.0 mL 1M KOAc in water in a 10 mL microwave vial was degassed with bubbling nitrogen for approximately 10 min. 4-pyridineboronic acid (16 mg) was added followed by Pd(PPh3)4 (13 mg). The vessel was sealed and heated in a microwave at 140° C. for 30 min. The reaction mixture was cooled to room temperature, diluted with water and extracted with ethyla... The product is [Cl-].ClC1=C(C(=CC=C1)Cl)N=C(O)C=1NC(=C(N1)Cl)Cl (4,5-dichloro-imidazole-2-carboxylic acid N-(2,6-dichlorophenyl)-imide-chloride). The yield is 92.0%. Reactants: ClC1=NC(N=C1Cl)=C(Cl)Cl (4,5-dichloro-2-dichloromethylene-imidazole), ClC1=C(N)C(=CC=C1)Cl (2,6-dichloroaniline), O (water), Cl (hydrochloric acid). The solvent is O1CCOCC1 (dioxane). Reaction SMILES: [Cl:1][C:2]1[C:6]([Cl:7])=[N:5][C:4](=[C:8](Cl)Cl)[N:3]=1.[Cl:11][C:12]1[CH:18]=[CH:17][CH:16]=[C:15]([Cl:19])[C:13]=1[NH2:14].[OH2:20].Cl>O1CCOCC1>[Cl-:1].[Cl:11][C:12]1[CH:18]=[CH:17][CH:16]=[C:15]([Cl:19])[C:13]=1[N:14]=[C:8]([C:4]1[NH:3][C:2]([Cl:1])=[C:6]([Cl:7])[N:5]=1)[OH:20] |f:5.6|. Reported procedure: A solution of 109 g (0.5 mol) of 4,5-dichloro-2-dichloromethylene-imidazole in 125 ml of dioxane was added dropwise in the course of about 10-15 minutes to a mixture of 81 g (0.5 mol) of finely powdered 2,6-dichloroaniline, 500 ml of water and 75 g (about 0.75 mol) of 37% strength aqueous hydrochloric acid at 55°-60° C., while stirring. After stirring for about a further 2 hours, the product was filtered off, washed with water and dried. 159 g (92% of theory) of 4,5-dichloro-imidazole-2-carboxyl... Reactants: CCO, [Cl-], CCOC(=O)C(=O)c1csc(NC(=S)Nc2ccccc2F)n1, N, [NH4+], O=C(O)CN1C(=O)CSC1=S. Yields the product CCOC(=O)C(=C1SC(=S)N(CC(=O)O)C1=O)c1csc(NC(=S)Nc2ccccc2F)n1. RXN SMILES: [CH3:38][CH2:39][OH:40].[Cl-:35].[F:1][c:2]1[c:3]([NH:8][C:9]([NH:10][c:11]2[s:12][cH:13][c:14]([C:16]([C:17](=[O:18])[O:19][CH2:20][CH3:21])=[O:22])[n:15]2)=[S:23])[cH:4][cH:5][cH:6][cH:7]1.[NH3:37].[NH4+:36].[S:24]1[C:25](=[S:26])[N:27]([CH2:31][C:32](=[O:33])[OH:34])[C:28](=[O:29])[CH2:30]1>>[F:1][c:2]1[c:3]([NH:8][C:9]([NH:10][c:11]2[s:12][cH:13][c:14]([C:16]([C:17](=[O:18])[O:19][CH2:20][CH3:21])=[C:30]3[S:24][C:25](=[S:26])[N:27]([CH2:31][C:32](=[O:33])[OH:34])[C:28]3=[O:29])[n:15]2)=[S:23])[cH:4][cH:5][cH:6][cH:7]1. Reactants: C(C)OC(=O)C=1C(N(C2=CC=C(C=C2C1O)Cl)CC1=CC=C(C=C1)OC)=O (6-chloro-4-hydroxy-1-(4-methoxy-benzyl)-2-oxo-1,2-dihydro-quinoline-3-carboxylic acid ethyl ester), C(C)(C)N(CC)C(C)C (diisopropylethylamine), FC(F)(F)S(=O)(=O)O (trifluoromethylsulfonic acid). Reagents/catalysts: CN(C)C=1C=CN=CC1 (DMAP). The solvent is C(Cl)Cl (CH2Cl2). Reaction conditions: time 30 minute. Yields the product C(C)OC(=O)C=1C(N(C2=CC=C(C=C2C1OS(=O)(=O)C(F)(F)F)Cl)CC1=CC=C(C=C1)OC)=O (6-chloro-1-(4-methoxy-benzyl)-2-oxo-4-trifluoromethanesulfonyloxy-1,2-dihydro-quinoline-3-carboxylic acid ethyl ester). Isolated yield 90.2%. Reaction SMILES: [CH2:1]([O:3][C:4]([C:6]1[C:7](=[O:27])[N:8]([CH2:18][C:19]2[CH:24]=[CH:23][C:22]([O:25][CH3:26])=[CH:21][CH:20]=2)[C:9]2[C:14]([C:15]=1[OH:16])=[CH:13][C:12]([Cl:17])=[CH:11][CH:10]=2)=[O:5])[CH3:2].C(N(C(C)C)CC)(C)C.[F:37][C:38]([S:41](O)(=[O:43])=[O:42])([F:40])[F:39]>CN(C1C=CN=CC=1)C.C(Cl)Cl>[CH2:1]([O:3][C:4]([C:6]1[C:7](=[O:27])[N:8]([CH2:18][C:19]2[CH:20]=[CH:21][C:22]([O:25][CH3:26])=[CH:23][CH:24]=2)[C:9]2[C:14]([C:15]=1[O:16][S:41]([C:38]([F:40])([F:39])[F:37])(=[O:43])=[O:42])=[CH:13][C:12]([Cl:17])=[CH:11][CH:10]=2)=[O:5])[CH3:2]. Procedure details: A solution of 10 (63.0 mg, 0.16 mmol), DMAP (7.0 mg, 0.054 mmol), and diisopropylethylamine (19.0 mg, 0.15 mmol) in anhydrous CH2Cl2 was treated with trifluoromethylsulfonic acid (78.0 mg, 0.28 mmol). The reaction was stirred at room temperature for 30 min and concentrated. Chromatography (SiO2, 3:1 Hex/EtOAc) gave 11 (75.0 mg, 88%) as a amorphous solid. The reactants are P(O)(O)(O)=O (phosphoric acid), CC(C)=CCCC(C)=CC=O (citral), CC(=O)C (acetone), O.[OH-].[Li+] (lithium hydroxide monohydrate), CC(C)=CCCC(C)=CC=O (citral), CC(=O)C (acetone). The product is CC(=CCC/C(=C/C=C/C(=O)C)/C)C (pseudoionone). Reaction SMILES: [CH3:1][C:2](=[CH:4][CH2:5][CH2:6][C:7](=[CH:9][CH:10]=O)[CH3:8])[CH3:3].O.[OH-].[Li+].P(=O)(O)(O)O.[CH3:20][C:21]([CH3:23])=[O:22]>>[CH3:3][C:2]([CH3:1])=[CH:4][CH2:5][CH2:6]/[C:7](/[CH3:8])=[CH:9]/[CH:10]=[CH:20]/[C:21]([CH3:23])=[O:22] |f:1.2.3|. Reported procedure: 500 g citral (75%) and 2008 g acetone were heated at reflux (50° - 60° C.) in the presence of 5 g lithium hydroxide monohydrate until 1% citral remained. The crude oil was neutralized with 8% aqueous phosphoric acid, stripped of acetone, and washed with water and aqueous sodium bicarbonate to give ann 85% molar yield of pseudoionone. The product contained 1% of isocitral aldol impurities as compared with 3% isocitral aldols in the prior art sodium hydroxide process.